This data is from the Open Reaction Database (ORD), a public repository of structured organic reaction records. The task is: describe an organic reaction: reactants, conditions, products, and yield Starting materials: CCOC(=O)c1ccc(C#Cc2ccc3c(c2)N(c2ccc(C)cc2)CCC3(C)C)cc1, Cc1ccc(N2CCC(C)(C)c3ccc(C#Cc4ccc(C(=O)[O-])cc4)cc32)cc1, CO, [Li+], C1CCOC1, [OH-]. The product is Cc1ccc(N2CCC(C)(C)c3ccc(C#Cc4ccc(C(=O)O)cc4)cc32)cc1. RXN SMILES: [CH3:1][C:2]1([CH3:32])[CH2:3][CH2:4][N:5]([c:25]2[cH:26][cH:27][c:28]([CH3:31])[cH:29][cH:30]2)[c:6]2[cH:7][c:8]([C:12]#[C:13][c:14]3[cH:15][cH:16][c:17]([C:18](=[O:19])[O:20][CH2:21][CH3:22])[cH:23][cH:24]3)[cH:9][cH:10][c:11]21.[CH3:33][C:34]1([CH3:35])[c:36]2[c:37]([cH:38][c:39]([C:40]#[C:41][c:42]3[cH:43][cH:44][c:45]([C:46]([O-:47])=[O:48])[cH:49][cH:50]3)[cH:51][cH:52]2)[N:53]([c:54]2[cH:55][cH:56][c:57]([CH3:58])[cH:59][cH:60]2)[CH2:61][CH2:62]1.[CH3:70][OH:71].[Li+:64].[O:65]1[CH2:66][CH2:67][CH2:68][CH2:69]1.[OH-:63]>>[CH3:1][C:2]1([CH3:32])[CH2:3][CH2:4][N:5]([c:25]2[cH:26][cH:27][c:28]([CH3:31])[cH:29][cH:30]2)[c:6]2[cH:7][c:8]([C:12]#[C:13][c:14]3[cH:15][cH:16][c:17]([C:18](=[O:19])[OH:20])[cH:23][cH:24]3)[cH:9][cH:10][c:11]21. Starting materials: C(C)OC(C=C(CN[C@@H](C[C@@H](C)OCC)C(NC1=NN(C=C1)CC(C)(C)O)=O)OC1=C(C(=CC=C1)Cl)Cl)=O (3-(2,3-Dichloro-phenoxy)-4-{(1S,3R)-3-ethoxy-1-[1-(2-hydroxy-2-methyl-propyl)-1H-pyrazol-3-ylcarbamoyl]-butylamino}-but-2-enoic acid ethyl ester). The solvent is O1CCCC1 (tetrahydrofuran). Run at temperature 160 celsius. Product: OC(CN1N=C(C=C1)NC([C@H](C[C@@H](C)OCC)N1C(C=C(C1)OC1=C(C(=CC=C1)Cl)Cl)=O)=O)(C)C ((2S,4R)-2-[4-(2,3-dichloro-phenoxy)-2-oxo-2,5-dihydro-pyrrol-1-yl]-4-ethoxy-pentanoic acid [1-(2-hydroxy-2-methyl-propyl)-1H-pyrazol-3-yl]-amide). The yield is 32.6%. As a reaction SMILES: C(O[C:4](=[O:38])[CH:5]=[C:6]([O:29][C:30]1[CH:35]=[CH:34][CH:33]=[C:32]([Cl:36])[C:31]=1[Cl:37])[CH2:7][NH:8][C@H:9]([C:16](=[O:28])[NH:17][C:18]1[CH:22]=[CH:21][N:20]([CH2:23][C:24]([OH:27])([CH3:26])[CH3:25])[N:19]=1)[CH2:10][C@H:11]([O:13][CH2:14][CH3:15])[CH3:12])C>O1CCCC1>[OH:27][C:24]([CH3:25])([CH3:26])[CH2:23][N:20]1[CH:21]=[CH:22][C:18]([NH:17][C:16](=[O:28])[C@@H:9]([N:8]2[CH2:7][C:6]([O:29][C:30]3[CH:35]=[CH:34][CH:33]=[C:32]([Cl:36])[C:31]=3[Cl:37])=[CH:5][C:4]2=[O:38])[CH2:10][C@H:11]([O:13][CH2:14][CH3:15])[CH3:12])=[N:19]1. Reported procedure: 3-(2,3-Dichloro-phenoxy)-4-{(1S,3R)-3-ethoxy-1-[1-(2-hydroxy-2-methyl-propyl)-1H-pyrazol-3-ylcarbamoyl]-butylamino}-but-2-enoic acid ethyl ester (60 mg) was dissolved in tetrahydrofuran (2 mL). The sealed tube was heated in a microwave at 160° C. for 4 h. The resulting solution was concentrated and the residue was purified by reverse phase column chromatography (acetonitrile in water 25% to 100%) to afford (2S,4R)-2-[4-(2,3-dichloro-phenoxy)-2-oxo-2,5-dihydro-pyrrol-1-yl]-4-ethoxy-pentanoic acid... Starting materials: [Br-].C(C)N(CC)[P+](N(CC)CC)(N(CC)CC)N(CC)CC (tetrakis(diethylamino)phosphonium bromide), [F-].[K+] (potassium fluoride), [N+](=O)([O-])C1=C(C=CC=C1)C (nitrotoluene), ClC1=CC=C(C=O)C=C1 (4-chlorobenzaldehyde). Solvent: CN1C(CCC1)=O (N-methylpyrrolidone), C=1(C(=CC=CC1)C)C (xylene). Conditions: time 24 hour. Yields the product FC1=CC=C(C=O)C=C1 (4-fluorobenzaldehyde), C(C1=CC=CC=C1)=O (benzaldehyde). Reaction SMILES: [Br-].C(N([P+](N(CC)CC)(N(CC)CC)N(CC)CC)CC)C.[F-:23].[K+].[N+](C1C=CC=CC=1C)([O-])=O.Cl[C:36]1[CH:43]=[CH:42][C:39]([CH:40]=[O:41])=[CH:38][CH:37]=1>CN1CCCC1=O.C1(C)C(C)=CC=CC=1>[F:23][C:36]1[CH:43]=[CH:42][C:39]([CH:40]=[O:41])=[CH:38][CH:37]=1.[CH:40](=[O:41])[C:39]1[CH:42]=[CH:43][CH:36]=[CH:37][CH:38]=1 |f:0.1,2.3|. Procedure details: At 60° C., a solution of 12.0 g (0.03 mol) of tetrakis(diethylamino)phosphonium bromide in 12 g of N-methylpyrrolidone (NMP), 174.3 g (3 mol) of potassium fluoride, 4.1 g (0.03 mol) of nitrotoluene and 18 ml of xylene are successively added to 421.7 g (3 mol) of 4-chlorobenzaldehyde (4-CBAL). The reaction mixture is dried by azeotropic distillation of the xylene under reduced pressure. After 24 hours at 1 90° C., the formation of 4-fluorobenzaldehyde (4-FBAL) and of benzaldehyde produced by deha... Reactants: C1=CC=CC=C1C(=O)NC(=O)C1=CC=CC=C1.C(C1=CC=CC=C1)N(C1=CC(=C(C=C1C)C(C(=O)O)C)O)CC1=CC=CC=C1 (2-(4-dibenzylamino-2-hydroxy-5-methylphenyl)-propionic acid dibenzamide). Run in Cl (hydrochloric acid), C(C)(=O)O (acetic acid). Product: C(C1=CC=CC=C1)N(C1=CC(=C(C=C1C)C(C(=O)O)C)O)CC1=CC=CC=C1 (2-[4-dibenzylamino-2-hydroxy-5-methylphenyl]-propionic acid). RXN SMILES: C1C(C(NC(C2C=CC=CC=2)=O)=O)=CC=CC=1.[CH2:18]([N:25]([CH2:39][C:40]1[CH:45]=[CH:44][CH:43]=[CH:42][CH:41]=1)[C:26]1[C:31]([CH3:32])=[CH:30][C:29]([CH:33]([CH3:37])[C:34]([OH:36])=[O:35])=[C:28]([OH:38])[CH:27]=1)[C:19]1[CH:24]=[CH:23][CH:22]=[CH:21][CH:20]=1>Cl.C(O)(=O)C>[CH2:39]([N:25]([CH2:18][C:19]1[CH:20]=[CH:21][CH:22]=[CH:23][CH:24]=1)[C:26]1[C:31]([CH3:32])=[CH:30][C:29]([CH:33]([CH3:37])[C:34]([OH:36])=[O:35])=[C:28]([OH:38])[CH:27]=1)[C:40]1[CH:41]=[CH:42][CH:43]=[CH:44][CH:45]=1 |f:0.1|. Procedure: 20 g of 2-(4-dibenzylamino-2-hydroxy-5-methylphenyl)-propionic acid dibenzamide are heated under reflux for 3 hours in 40 ml of 2 N hydrochloric acid and 40 ml of glacial acetic acid. Subsequently, the mixture is concentrated to dryness by evaporation in vacuo and the residue is partitioned between ether and 1 N sodium hydroxide solution. Acidification to a pH of 1 with hydrochloric acid and extraction with ether yields 2-[4-dibenzylamino-2-hydroxy-5-methylphenyl]-propionic acid, which for purif...